Dataset: the Open Reaction Database (ORD), a public repository of structured organic reaction records. Task: describe an organic reaction: reactants, conditions, products, and yield Starting materials: C(=O)(O)[O-].[Na+] (NaHCO3), product, OC1(CCCCC1)C=1NC(=C(N1)C1=CC=C(C=C1)F)C1=CC=NC=C1 (2-((1-hydroxy)cyclohexyl)-4-(4-fluorophenyl)-5-(4-pyridyl)-1H-imidazole), CC=1C=CC(=CC1)S(=O)(=O)O (pTsOH). Product: C1(=CCCCC1)C=1NC(=C(N1)C1=CC=C(C=C1)F)C1=CC=NC=C1 (2-(1-Cyclohexenyl)-4-(4-fluorophenyl)-5-(4-pyridyl)imidazole). As a reaction SMILES: O[C:2]1([C:8]2[NH:9][C:10]([C:20]3[CH:25]=[CH:24][N:23]=[CH:22][CH:21]=3)=[C:11]([C:13]3[CH:18]=[CH:17][C:16]([F:19])=[CH:15][CH:14]=3)[N:12]=2)[CH2:7][CH2:6][CH2:5][CH2:4][CH2:3]1.CC1C=CC(S(O)(=O)=O)=CC=1.C([O-])(O)=O.[Na+]>>[C:2]1([C:8]2[NH:9][C:10]([C:20]3[CH:25]=[CH:24][N:23]=[CH:22][CH:21]=3)=[C:11]([C:13]3[CH:18]=[CH:17][C:16]([F:19])=[CH:15][CH:14]=3)[N:12]=2)[CH2:7][CH2:6][CH2:5][CH2:4][CH:3]=1 |f:2.3|. Reported procedure: The product of Example 7, 2-((1-hydroxy)cyclohexyl)-4-(4-fluorophenyl)-5-(4-pyridyl)-1H-imidazole (50 mg 0.15 mmol) is dissolved in toulene (100 ml) and refluxed with pTsOH (100 mg) for 15 min. The reaction mixture is poured on saturated NaHCO3 and extracted 3× with ethyl acetate. The combined organic phases are dried over Na2SO4, evaporated to dryness and chromatographed (SiO2 acetone/hexane 4/6) to render the title compound as white crystals (38 mg 81%), Starting materials: NC1=C(C(=NN1C(CCC)CCCCCC)CCC)C(=O)N (5-amino-3-propyl-1-(4-decyl)-1H-pyrazole-4-carboxamide), BrC1=CC=C(C=C1)CC(=O)OC (methyl 4-bromophenylacetate), [O-]CC.[Na+] (sodium ethoxide), C(O)([O-])=O.[Na+] (sodium hydrogen carbonate). Solvent: ClCCl (dichloromethane). Yields the product BrC1=CC=C(CC=2NC(C3=C(N2)N(N=C3CCC)C(CCC)CCCCCC)=O)C=C1 (6-(4-Bromo-benzyl)-1-(4-decyl)-3-propyl-1,5-dihydro-pyrazolo[3,4-d]pyrimidin-4-one). Isolated yield 32.1%. RXN SMILES: [NH2:1][C:2]1[N:6]([CH:7]([CH2:11][CH2:12][CH2:13][CH2:14][CH2:15][CH3:16])[CH2:8][CH2:9][CH3:10])[N:5]=[C:4]([CH2:17][CH2:18][CH3:19])[C:3]=1[C:20]([NH2:22])=[O:21].[Br:23][C:24]1[CH:29]=[CH:28][C:27]([CH2:30][C:31](OC)=O)=[CH:26][CH:25]=1.[O-]CC.[Na+].C(=O)([O-])O.[Na+]>ClCCl>[Br:23][C:24]1[CH:29]=[CH:28][C:27]([CH2:30][C:31]2[NH:22][C:20](=[O:21])[C:3]3[C:4]([CH2:17][CH2:18][CH3:19])=[N:5][N:6]([CH:7]([CH2:11][CH2:12][CH2:13][CH2:14][CH2:15][CH3:16])[CH2:8][CH2:9][CH3:10])[C:2]=3[N:1]=2)=[CH:26][CH:25]=1 |f:2.3,4.5|. Procedure: 10 mg (0.032 mmol) of 5-amino-3-propyl-1-(4-decyl)-1H-pyrazole-4-carboxamide and 20 mg (0.087 mmol) of methyl 4-bromophenylacetate are refluxed for 6 hours in 0.3 ml of a 0.5M ethanolic sodium ethoxide solution. After dichloromethane and saturated aqueous sodium hydrogen carbonate solution have been added, the phases are separated. Purification by chromatography gives 5 mg (53%) of a solid, Rf=0.69 (dichloromethane/methanol=15:1). Reactants: CCOC(OCC)C(=O)c1sc(=S)sc1C(C)(C)OC1CCCCO1, ClCCl. The product is CCOC(OCC)C1(O)OC(C)(C)c2sc(=S)sc21. RXN SMILES: [CH2:1]([CH3:2])[O:3][CH:4]([C:5](=[O:6])[c:7]1[s:8][c:9](=[S:22])[s:10][c:11]1[C:12]([CH3:13])([CH3:14])[O:15][CH:16]1[CH2:17][CH2:18][CH2:19][CH2:20][O:21]1)[O:23][CH2:24][CH3:25].[Cl:26][CH2:27][Cl:28]>>[CH2:1]([CH3:2])[O:3][CH:4]([C:5]1([OH:6])[c:7]2[s:8][c:9](=[S:22])[s:10][c:11]2[C:12]([CH3:13])([CH3:14])[O:15]1)[O:23][CH2:24][CH3:25]. The reactants are BrC(C(=O)OCC)C1=CC=C(C=C1)C1=C(C=CC=C1)Cl (ethyl α-bromo-2'-chloro-4-biphenylylacetate), [I-].[Na+] (sodium iodide). Run in CC(=O)C (acetone). Yields the product IC(C(=O)OCC)C1=CC=C(C=C1)C1=C(C=CC=C1)Cl (ethyl α-iodo-2'-chloro-4-biphenylylacetate). Reaction SMILES: Br[CH:2]([C:8]1[CH:13]=[CH:12][C:11]([C:14]2[CH:19]=[CH:18][CH:17]=[CH:16][C:15]=2[Cl:20])=[CH:10][CH:9]=1)[C:3]([O:5][CH2:6][CH3:7])=[O:4].[I-:21].[Na+]>CC(C)=O>[I:21][CH:2]([C:8]1[CH:13]=[CH:12][C:11]([C:14]2[CH:19]=[CH:18][CH:17]=[CH:16][C:15]=2[Cl:20])=[CH:10][CH:9]=1)[C:3]([O:5][CH2:6][CH3:7])=[O:4] |f:1.2|. Procedure: A mixture of 40.5 g. (0.1 moles) of ethyl α-bromo-2'-chloro-4-biphenylylacetate and 150 g. of sodium iodide in 1 liter of anhydrous acetone is refluxed for 4 hours. The reaction mixture is then evaporated to dryness and extracted with ether. The ether is then washed with water, dried and evaporated to dryness to obtain ethyl α-iodo-2'-chloro-4-biphenylylacetate. The reactants are N#N (N2), Pt, S(O)(O)(=O)=O (sulfuric acid), N#[N+][O-] (N2O), NO (hydroxylamine). The product is S(=O)(=O)([O-])[O-].O[NH3+].O[NH3+] (hydroxylammonium sulfate). RXN SMILES: [NH2:1][OH:2].N#[N+:4][O-:5].N#N.[S:8](=[O:12])(=[O:11])([OH:10])[OH:9]>>[S:8]([O-:12])([O-:11])(=[O:10])=[O:9].[OH:5][NH3+:4].[OH:2][NH3+:1] |f:4.5.6|. Procedure: In a 50 m3 stirred tank, 32 m3/h of a suspension of 30 g/l of catalyst (0.5% Pt on graphite) in sulfuric acid (16.6% by weight) were pumped continuously. The liquid level in the stirred tank was approximately 75%. Into the liquid in the stirred tank were introduced at 39.2° C., 1100 Nm3/h of exhaust gas from a hydroxylamine plant comprising 73.9% by volume H2, 18.0% by volume NO, 3.8% by volume N2O and 4.3% by volume N2. In this case the NO was virtually completely reacted to form hydroxylammoni...